From a dataset of the Open Reaction Database (ORD), a public repository of structured organic reaction records. describe an organic reaction: reactants, conditions, products, and yield Starting materials: N.N[C@@H](CC1=CNC=N1)C(=O)O (L-histidine ammonia), C1=C(NC=N1)/C=C/C(=O)O (urocanic acid). Product: N[C@@H](CC1=CNC=N1)C(=O)O (L-histidine). RXN SMILES: N.[NH2:2][C@H:3]([C:10]([OH:12])=[O:11])[CH2:4][C:5]1[N:9]=[CH:8][NH:7][CH:6]=1.C1N=CNC=1/C=C/C(O)=O>>[NH2:2][C@H:3]([C:10]([OH:12])=[O:11])[CH2:4][C:5]1[N:9]=[CH:8][NH:7][CH:6]=1 |f:0.1|. Reported procedure: [L-histidine ammonia-lyase activity is indicated in terms of micromoles of urocanic acid which are produced by reaction with L-histidine. The reaction with L-histidine is conducted by adding 10 g of the immobilized preparation to 30 ml of an aqueous 0.25 M L-histidine solution (pH 9.0), and shaking the mixture at 37° C. for one hour. The amount of urocanic acid produced in assayed colorimetrically at 277 nm (molecular extinction coefficient = 1.88 × 10-4 (pH 7.4)).] Reactants: IC1=CC=C(C=C1)O (4-iodophenol), ClC1=C(C=CC(=C1)C(F)(F)F)F (2-chloro-1-fluoro-4-(trifluoromethyl)benzene), C([O-])([O-])=O.[K+].[K+] (potassium carbonate), C(C)(=O)OCC (ethyl acetate). Run in CS(=O)C (dimethylsulfoxide). Reaction conditions: temperature 120 celsius, time 3 hour. Yields the product ClC1=C(C=CC(=C1)C(F)(F)F)OC1=CC=C(C=C1)I (2-chloro-1-(4-iodophenoxy)-4-(trifluoromethyl)benzene). Reaction SMILES: [I:1][C:2]1[CH:7]=[CH:6][C:5]([OH:8])=[CH:4][CH:3]=1.[Cl:9][C:10]1[CH:15]=[C:14]([C:16]([F:19])([F:18])[F:17])[CH:13]=[CH:12][C:11]=1F.C(=O)([O-])[O-].[K+].[K+].C(OCC)(=O)C>CS(C)=O>[Cl:9][C:10]1[CH:15]=[C:14]([C:16]([F:17])([F:18])[F:19])[CH:13]=[CH:12][C:11]=1[O:8][C:5]1[CH:6]=[CH:7][C:2]([I:1])=[CH:3][CH:4]=1 |f:2.3.4|. Reported procedure: To a solution of 4-iodophenol (200 mg) in dimethylsulfoxide (1 ml), 218 mg of 2-chloro-1-fluoro-4-(trifluoromethyl)benzene and 251 mg of potassium carbonate were added, and the reaction solution was stirred at 120° C. for 3 hours. The reaction solution was cooled, ethyl acetate was added, the insoluble matter was filtered off, and the filtrate was washed with water and a saturated saline solution and dried over an anhydrous magnesium sulfate. The solvent was distilled off under reduced pressure,... Reactants: [Al+3], [Al], CCCCC(CC)COc1ccc(-c2nc(O)nc(-c3ccc(OCC(CC)CCCC)cc3)n2)cc1, CN(C)C=O, [Cl-], [Cl-], [Cl-], Cl, Oc1cccc(O)c1, O=S(Cl)Cl, Cc1ccccc1C. Product: CCCCC(CC)COc1ccc(-c2nc(-c3ccc(OCC(CC)CCCC)cc3)nc(-c3ccc(O)cc3O)n2)cc1. As a reaction SMILES: [Al+3:43].[Al:54].[CH2:1]([CH3:2])[CH:3]([CH2:4][O:5][c:6]1[cH:7][cH:8][c:9](-[c:12]2[n:13][c:14]([OH:33])[n:15][c:16](-[c:18]3[cH:19][cH:20][c:21]([O:24][CH2:25][CH:26]([CH2:27][CH2:28][CH2:29][CH3:30])[CH2:31][CH3:32])[cH:22][cH:23]3)[n:17]2)[cH:10][cH:11]1)[CH2:34][CH2:35][CH2:36][CH3:37].[CH3:64][N:65]([CH3:66])[CH:67]=[O:68].[Cl-:42].[Cl-:44].[Cl-:45].[ClH:55].[OH:46][c:47]1[cH:48][cH:49][cH:50][c:51]([OH:52])[cH:53]1.[S:38]([Cl:39])([Cl:40])=[O:41].[c:56]1([CH3:57])[c:58]([CH3:59])[cH:60][cH:61][cH:62][cH:63]1>>[CH2:1]([CH3:2])[CH:3]([CH2:4][O:5][c:6]1[cH:7][cH:8][c:9](-[c:12]2[n:13][c:14](-[c:50]3[cH:49][cH:48][c:47]([OH:46])[cH:53][c:51]3[OH:52])[n:15][c:16](-[c:18]3[cH:19][cH:20][c:21]([O:24][CH2:25][CH:26]([CH2:27][CH2:28][CH2:29][CH3:30])[CH2:31][CH3:32])[cH:22][cH:23]3)[n:17]2)[cH:10][cH:11]1)[CH2:34][CH2:35][CH2:36][CH3:37]. The reactants are FC1=C(C(C(=O)O)=C(C(=C1F)F)F)C(=O)O (3,4,5,6-tetrafluorophthalic acid), FC1=C(C(C(=O)O)=C(C(=C1F)F)F)C(=O)O (3,4,5,6-tetrafluorophthalic acid), FC1=C(C(=C(C=C1)O)F)F (trifluorophenol). The product is FC1=C(C(=O)O)C=C(C(=C1F)F)F (2,3,4,5-tetrafluorobenzoic acid). As a reaction SMILES: [F:1][C:2]1[C:10]([F:11])=[C:9]([F:12])[C:8]([F:13])=[C:4](C(O)=O)[C:3]=1[C:14]([OH:16])=[O:15].FC1C=CC(O)=C(F)C=1F>>[F:1][C:2]1[C:10]([F:11])=[C:9]([F:12])[C:8]([F:13])=[CH:4][C:3]=1[C:14]([OH:16])=[O:15]. Reported procedure: We have studied the method of the U.S. Pat. No. 2,439,237 to determine whether or not it can be applied to 3,4,5,6-tetrafluorophthalic acid which is the starting material for the present invention. As indicated in a comparative experiment (control), 3,4,5,6-tetrafluorophthalic acid was simply heated in an alkaline aqueous solution in accordance with the method of the U.S. Patent for the purpose of decarbonating the acid. The reaction which ensued mainly gave rise to trifluorophenol having fluori... Reactants: C(C1=CC=CC=C1)[C@@H](C(C)(C)O)NC(C(Cl)(Cl)Cl)=O (N-[(1S)-1-Benzyl-2-hydroxy-2-methylpropyl]-2,2,2-trichloroethanamide), C([O-])([O-])=O.[K+].[K+] (potassium carbonate). The solvent is C(C)O (ethanol). Yields the product C(C1=CC=CC=C1)[C@@H]1NC(OC1(C)C)=O ((S)-4-Benzyl-5,5-dimethyloxazolidin-2-one). Isolated yield 77.3%. As a reaction SMILES: [CH2:1]([C@H:8]([NH:13][C:14](=[O:19])C(Cl)(Cl)Cl)[C:9]([OH:12])([CH3:11])[CH3:10])[C:2]1[CH:7]=[CH:6][CH:5]=[CH:4][CH:3]=1.C(=O)([O-])[O-].[K+].[K+]>C(O)C>[CH2:1]([C@H:8]1[C:9]([CH3:11])([CH3:10])[O:12][C:14](=[O:19])[NH:13]1)[C:2]1[CH:7]=[CH:6][CH:5]=[CH:4][CH:3]=1 |f:1.2.3|. Procedure: To a solution of (9) (4.093 g, 12.63 mmol) in ethanol (280 ml) was added potassium carbonate (0.872 g, 6.32 mmol) and the solution was refluxed for 30 minutes. After concentration in vacuo, dichloromethane was added and the mixture was washed with saturated aqueous sodium chloride solution. Concentration in vacuo gave crude crystalline solid which was purified by recrystallisation in diethyl ether/40-60 petroleum ether to give the title compound (10) (2.003 g, 77%); mp 59° C.; νmax (CHCl3) 1753 ... Starting materials: O=C([O-])[O-], CC(C)CC(O)C(=O)O, COc1ccc(CCl)cc1, CO, [Cs+], [Cs+], O, O. The product is COc1ccc(COC(=O)C(O)CC(C)C)cc1. Reaction SMILES: [C:10](=[O:11])([O-:12])[O-:13].[C:1]([CH:2]([OH:3])[CH2:4][CH:5]([CH3:6])[CH3:7])(=[O:8])[OH:9].[CH3:16][O:17][c:18]1[cH:19][cH:20][c:21]([CH2:22][Cl:23])[cH:24][cH:25]1.[CH3:26][OH:27].[Cs+:14].[Cs+:15].[OH2:28].[OH2:29]>>[C:1]([CH:2]([OH:3])[CH2:4][CH:5]([CH3:6])[CH3:7])(=[O:8])[O:9][CH2:22][c:21]1[cH:20][cH:19][c:18]([O:17][CH3:16])[cH:25][cH:24]1. Reactants: O=S(=O)(Cl)c1ccc(Cl)c(Cl)c1, COc1cccc(F)c1C(=O)c1ncc(Cl)cc1N. Yields the product COc1cccc(F)c1C(=O)c1ncc(Cl)cc1NS(=O)(=O)c1ccc(Cl)c(Cl)c1. Reaction SMILES: [Cl:20][c:21]1[cH:22][c:23]([S:28](=[O:29])(=[O:30])[Cl:31])[cH:24][cH:25][c:26]1[Cl:27].[NH2:1][c:2]1[c:3]([C:9](=[O:10])[c:11]2[c:12]([F:19])[cH:13][cH:14][cH:15][c:16]2[O:17][CH3:18])[n:4][cH:5][c:6]([Cl:8])[cH:7]1>>[NH:1]([c:2]1[c:3]([C:9](=[O:10])[c:11]2[c:12]([F:19])[cH:13][cH:14][cH:15][c:16]2[O:17][CH3:18])[n:4][cH:5][c:6]([Cl:8])[cH:7]1)[S:28]([c:23]1[cH:22][c:21]([Cl:20])[c:26]([Cl:27])[cH:25][cH:24]1)(=[O:29])=[O:30]. The reactants are ClC1=C(C(=C(N=N1)C(C=1C=CC(=C(C#N)C1)F)C#N)C)C (5-[(6-Chloro-4,5-dimethylpyridazin-3-yl)(cyano)methyl]-2-fluorobenzonitrile), Cl (HCl), O (water). Run in C(C)(=O)O (acetic acid). Yields the product ClC1=C(C(=C(N=N1)CC=1C=CC(=C(C#N)C1)F)C)C (5-[(6-Chloro-4,5-dimethylpyridazin-3-yl)methyl]-2-fluorobenzonitrile). Reaction SMILES: [Cl:1][C:2]1[N:7]=[N:6][C:5]([CH:8](C#N)[C:9]2[CH:10]=[CH:11][C:12]([F:17])=[C:13]([CH:16]=2)[C:14]#[N:15])=[C:4]([CH3:20])[C:3]=1[CH3:21].Cl.O>C(O)(=O)C>[Cl:1][C:2]1[N:7]=[N:6][C:5]([CH2:8][C:9]2[CH:10]=[CH:11][C:12]([F:17])=[C:13]([CH:16]=2)[C:14]#[N:15])=[C:4]([CH3:20])[C:3]=1[CH3:21]. Procedure details: Intermediate B1 was suspended in a mixture of acetic acid, conc. aq. HCl and water (1:1:2, 0.07M). The suspension was stirred and heated at reflux for 75 min. The reaction mixture was cooled to RT and the solvents were removed under reduced pressure. To the residue was added saturated aq. NaHCO3 and the mixture was extracted with EtOAc. The organic phase was dried (Na2SO4), filtered and concentrated to dryness. The residue was purified by column chromatography on silica gel, eluting with PE-EtOA... Isolated yield 58.7%. RXN SMILES: [H-].[Na+].[C:3]1([CH:9]([C:21]2[CH:26]=[CH:25][CH:24]=[CH:23][CH:22]=2)[N:10]2[CH2:15][CH2:14][N:13]([CH2:16][CH2:17][CH2:18][CH2:19][OH:20])[CH2:12][CH2:11]2)[CH:8]=[CH:7][CH:6]=[CH:5][CH:4]=1.[Cl:27][C:28]1[C:29]([CH3:37])=[CH:30][C:31]2[N:32]([N:34]=[CH:35][N:36]=2)[N:33]=1>O1CCCC1>[ClH:27].[ClH:27].[C:21]1([CH:9]([C:3]2[CH:4]=[CH:5][CH:6]=[CH:7][CH:8]=2)[N:10]2[CH2:11][CH2:12][N:13]([CH2:16][CH2:17][CH2:18][CH2:19][O:20][C:28]3[C:29]([CH3:37])=[CH:30][C:31]4[N:32]([N:34]=[CH:35][N:36]=4)[N:33]=3)[CH2:14][CH2:15]2)[CH:22]=[CH:23][CH:24]=[CH:25][CH:26]=1 |f:0.1,5.6.7|. Procedure: 240 mg of a 60% sodium hydride dispersion in mineral oil was suspended in 20 ml of tetrahydrofuran; 0.99 g of 4-(diphenylmethyl)-1-piperazinebutanol was added, followed by heating and refluxing for 1 hour. After cooling, 510 mg of 6-chloro-7-methyl[1,2,4]triazolo[1,5-b]pyridazine was added, followed by heating and refluxing for 3 hours. After cooling, ice water was added, followed by extraction with ethyl acetate; the extract was washed with saturated saline and dried with magnesium sulfate. Aft... The product is Cl.Cl.C1(=CC=CC=C1)C(N1CCN(CC1)CCCCOC=1C(=CC=2N(N1)N=CN2)C)C2=CC=CC=C2 (6-[4-[4-(diphenylmethyl)piperazino]butoxy]-7-methyl[1,2,4]triazolo[1,5-b]pyridazine dihydrochloride). Run in O1CCCC1 (tetrahydrofuran). The reactants are [H-].[Na+] (sodium hydride), ice water, C1(=CC=CC=C1)C(N1CCN(CC1)CCCCO)C1=CC=CC=C1 (4-(diphenylmethyl)-1-piperazinebutanol), ClC=1C(=CC=2N(N1)N=CN2)C (6-chloro-7-methyl[1,2,4]triazolo[1,5-b]pyridazine). The reactants are C(CC(=O)OCC)(=O)OCC (diethyl malonate), CC1=CC=C(C=C1)S(=O)(=O)OCC12COC(CC1)(CC2)C2=CC(=CC=C2)OC2=CC=CC=C2 ((1-(3-phenoxyphenyl)-2-oxabicyclo[2.2.2]octan-4-yl)methyl 4-methylbenzenesulfonate), [NH4+].[Cl-] (NH4Cl). Reagents/catalysts: [N+](CCCC)(CCCC)(CCCC)CCCC.[I-] (n-Bu4NI). Run at time 30 minute. Product: O(C1=CC=CC=C1)C=1C=C(C=CC1)C12OCC(CC1)(CC2)CC(C(=O)OCC)C(=O)OCC (Diethyl 2-((1-(3-phenoxyphenyl)-2-oxabicyclo[2.2.2]octan-4-yl)methyl)malonate). The yield is 80.4%. As a reaction SMILES: [C:1]([O:9][CH2:10][CH3:11])(=[O:8])[CH2:2][C:3]([O:5][CH2:6][CH3:7])=[O:4].CC1C=CC(S(O[CH2:23][C:24]23[CH2:31][CH2:30][C:27]([C:32]4[CH:37]=[CH:36][CH:35]=[C:34]([O:38][C:39]5[CH:44]=[CH:43][CH:42]=[CH:41][CH:40]=5)[CH:33]=4)([CH2:28][CH2:29]2)[O:26][CH2:25]3)(=O)=O)=CC=1.[NH4+].[Cl-]>[N+](CCCC)(CCCC)(CCCC)CCCC.[I-]>[O:38]([C:34]1[CH:33]=[C:32]([C:27]23[CH2:30][CH2:31][C:24]([CH2:23][CH:2]([C:3]([O:5][CH2:6][CH3:7])=[O:4])[C:1]([O:9][CH2:10][CH3:11])=[O:8])([CH2:29][CH2:28]2)[CH2:25][O:26]3)[CH:37]=[CH:36][CH:35]=1)[C:39]1[CH:40]=[CH:41][CH:42]=[CH:43][CH:44]=1 |f:2.3,4.5|. Procedure: Sodium (5 mg, 0.215 mmol) was dissolved in EtOH (2 mL) to form a solution of NaOEt and then diethyl malonate (0.033 mL, 0.215 mmol) was added. The reaction mixture was stirred at rt for 30 min and (1-(3-phenoxyphenyl)-2-oxabicyclo[2.2.2]octan-4-yl)methyl 4-methylbenzenesulfonate (10 mg, 0.022 mmol) was then added. The reaction was stirred at 120° C. under microwave conditions for 30 min. Catalytic amount of n-Bu4NI was added and the reaction was stirred at 120° C. under microwave conditions for ...